describe an organic reaction: reactants, conditions, products, and yield From a dataset of the Open Reaction Database (ORD), a public repository of structured organic reaction records. The reactants are CC=1C=CC=C2C=C[N+](=CC12)[O-] (8-methylisoquinoline 2-oxide), CC(=O)OC(=O)C (Ac2O). Conditions: time 10 hour. Product: CC=1C=CC=C2C=CNC(C12)=O (8-methylisoquinolin-1(2H)-one). The yield is 71.0%. RXN SMILES: [CH3:1][C:2]1[CH:3]=[CH:4][CH:5]=[C:6]2[C:11]=1[CH:10]=[N+:9]([O-])[CH:8]=[CH:7]2.CC(OC(C)=O)=[O:15]>>[CH3:1][C:2]1[CH:3]=[CH:4][CH:5]=[C:6]2[C:11]=1[C:10](=[O:15])[NH:9][CH:8]=[CH:7]2. Procedure: A solution of 8-methylisoquinoline 2-oxide (1.4 g, 8.8 mmol) in Ac2O (20 mL) was refluxed for 3 hours. The mixture was concentrated under vacuum and the residue was dissolved in MeOH (20 mL). To the reaction mixture was added aq. NaOH (20 mL, 1M). The mixture was refluxed for 1 hour and stirred at room temperature for 10 hours. The mixture was concentrated under vacuum. The residue was diluted with water (20 mL) and extracted with EtOAc (3×20 mL). The combined organic layers were washed with bri...